describe an organic reaction: reactants, conditions, products, and yield From a dataset of the Open Reaction Database (ORD), a public repository of structured organic reaction records. Reactants: COC1=C2CCCC(C2=CC=C1)C(=O)O (5-methoxy-1,2,3,4-tetrahydronaphthalene-1-carboxylic acid), C(C)N1N=CC(=C1)CNC1=CC=C(C=C1)C(C)C ([(1-ethylpyrazol-4-yl)methyl] (4-isopropylphenyl)amine). The product is C(C)N1N=CC(=C1)CN(C(=O)C1CCCC2=C(C=CC=C12)OC)C1=CC=C(C=C1)C(C)C (N-[(1-ethylpyrazol-4-yl)methyl]-N-(4-isopropylphenyl)-5-methoxy-1,2,3,4-tetrahydronaphthalene-1-carboxamide). Yield: 80.2%. As a reaction SMILES: [CH3:1][O:2][C:3]1[CH:12]=[CH:11][CH:10]=[C:9]2[C:4]=1[CH2:5][CH2:6][CH2:7][CH:8]2[C:13]([OH:15])=O.[CH2:16]([N:18]1[CH:22]=[C:21]([CH2:23][NH:24][C:25]2[CH:30]=[CH:29][C:28]([CH:31]([CH3:33])[CH3:32])=[CH:27][CH:26]=2)[CH:20]=[N:19]1)[CH3:17]>>[CH2:16]([N:18]1[CH:22]=[C:21]([CH2:23][N:24]([C:25]2[CH:26]=[CH:27][C:28]([CH:31]([CH3:32])[CH3:33])=[CH:29][CH:30]=2)[C:13]([CH:8]2[C:9]3[C:4](=[C:3]([O:2][CH3:1])[CH:12]=[CH:11][CH:10]=3)[CH2:5][CH2:6][CH2:7]2)=[O:15])[CH:20]=[N:19]1)[CH3:17]. Reported procedure: By the reaction and treatment in the same manner as in Example 12 using 5-methoxy-1,2,3,4-tetrahydronaphthalene-1-carboxylic acid (0.31 g) and [(1-ethylpyrazol-4-yl)methyl] (4-isopropylphenyl)amine (0.37 g) as starting materials, N-[(1-ethylpyrazol-4-yl)methyl]-N-(4-isopropylphenyl)-5-methoxy-1,2,3,4-tetrahydronaphthalene-1-carboxamide (0.52 g) was obtained. The reactants are C([O-])([O-])=O.[Na+].[Na+] (sodium carbonate), FC(S(=O)(=O)N(S(=O)(=O)C(F)(F)F)C1=NC=C(C=C1)Cl)(F)F (2-[N,N-bis(trifluoromethylsulfonyl)amino]5-chloropyridine), O=C1CN(CCC1)C(=O)OC(C)(C)C (tert-butyl 3-oxopiperidine-1-carboxylate), C[Si](C)(C)[N-][Si](C)(C)C.[Li+] (lithium bis(trimethylsilyl)amide), C(C)OC(=O)C1=CC=C(C=C1)B(O)O (4-ethoxycarbonylphenylboronic acid), trans-dichlorobis(triphenylphosphine) palladium (II). The solvent is C(C)#N (Acetonitrile), C1CCOC1 (THF), C1CCOC1 (THF). Run at time 90 minute. Product: C(C)(C)(C)OC(=O)N1CCC=C(C1)C1=CC=C(C=C1)C(=O)OCC (tert-Butyl-5-(4-(ethoxycarbonyl)phenyl)-3,6-dihydropyridine-1(2H)-carboxylate). RXN SMILES: O=[C:2]1[CH2:7][CH2:6][CH2:5][N:4]([C:8]([O:10][C:11]([CH3:14])([CH3:13])[CH3:12])=[O:9])[CH2:3]1.C[Si]([N-][Si](C)(C)C)(C)C.[Li+].FC(F)(F)S(N(C1C=CC(Cl)=CN=1)S(C(F)(F)F)(=O)=O)(=O)=O.[CH2:47]([O:49][C:50]([C:52]1[CH:57]=[CH:56][C:55](B(O)O)=[CH:54][CH:53]=1)=[O:51])[CH3:48].C(=O)([O-])[O-].[Na+].[Na+]>C1COCC1.C(#N)C>[C:11]([O:10][C:8]([N:4]1[CH2:3][C:2]([C:55]2[CH:56]=[CH:57][C:52]([C:50]([O:49][CH2:47][CH3:48])=[O:51])=[CH:53][CH:54]=2)=[CH:7][CH2:6][CH2:5]1)=[O:9])([CH3:14])([CH3:13])[CH3:12] |f:1.2,5.6.7|. Procedure: To a cooled (−78° C.) solution of tert-butyl 3-oxopiperidine-1-carboxylate (5.00 grams, 25.1 mmol) in anhydrous THF (40 mL) was added lithium bis(trimethylsilyl)amide (28.9 mL, 1.0 M in THF, 28.9 mmol) dropwise. After 90 min, a solution of 2-[N,N-bis(trifluoromethylsulfonyl)amino]5-chloropyridine (10.35 g, 26.3 mmol) in THF (20 mL) was added, and the resulting mixture was allowed to warm slowly to ambient temperature overnight, at which point it was quenched by pouring into sat aq NaHCO3. The mi... The reactants are ClC=1C=NC=C(C1C=C1OC(C2=CC(=CC=C12)OC(F)F)=O)Cl (3-(3,5-dichloro-pyridin-4-ylmethylen)-6-difluoromethoxy-3H-isobenzofuran-1-one), C(C)(=O)O (acetic acid), O.NN (hydrazine monohydrate). The solvent is CO (CH3OH). The product is ClC=1C=NC=C(C1CC1=NNC(C2=CC(=CC=C12)OC(F)F)=O)Cl (4-(3,5-Dichloro-pyridin-4-ylmethyl)-7-difluoromethoxy-2H-phthalazin-1-one). Yield: 85.0%. Reaction SMILES: [Cl:1][C:2]1[CH:3]=[N:4][CH:5]=[C:6]([Cl:23])[C:7]=1[CH:8]=[C:9]1[C:17]2[C:12](=[CH:13][C:14]([O:18][CH:19]([F:21])[F:20])=[CH:15][CH:16]=2)[C:11](=O)[O:10]1.C(O)(=O)C.O.[NH2:29][NH2:30]>CO>[Cl:1][C:2]1[CH:3]=[N:4][CH:5]=[C:6]([Cl:23])[C:7]=1[CH2:8][C:9]1[C:17]2[C:12](=[CH:13][C:14]([O:18][CH:19]([F:21])[F:20])=[CH:15][CH:16]=2)[C:11](=[O:10])[NH:30][N:29]=1 |f:2.3|. Procedure: A solution of 3-(3,5-dichloro-pyridin-4-ylmethylen)-6-difluoromethoxy-3H-isobenzofuran-1-one (14.4 g, 21 mmoles), prepared as described in example 97, in CH3OH (100 ml), under N2, was added with acetic acid (3.6 ml, 63 mmoles) and hydrazine monohydrate (3.15 ml, 63 mmoles). A precipitate formed and the mixture was refluxed for 2 hours. After 1 night to stand the mixture was cooled over ice and the solid filtered and washed with little CH3OH. After drying under vacuum at 50° C., 6.64 g of the tit... The reactants are C1CCOC1, C[Si](C)(C)[N-][Si](C)(C)C, COC[P+](c1ccccc1)(c1ccccc1)c1ccccc1, [Cl-], [K+], CCCn1c(=O)c2nc(C34CCC(C=O)(CC3)CC4)[nH]c2n(CCC)c1=O. Yields the product CCCn1c(=O)c2nc(C34CCC(CC=O)(CC3)CC4)[nH]c2n(CCC)c1=O. RXN SMILES: [CH2:61]1[O:62][CH2:63][CH2:64][CH2:65]1.[CH3:25][Si:26]([N-:27][Si:28]([CH3:29])([CH3:30])[CH3:31])([CH3:32])[CH3:33].[CH3:2][O:3][CH2:4][P+:5]([c:6]1[cH:7][cH:8][cH:9][cH:10][cH:11]1)([c:12]1[cH:13][cH:14][cH:15][cH:16][cH:17]1)[c:18]1[cH:19][cH:20][cH:21][cH:22][cH:23]1.[Cl-:1].[K+:24].[O:34]=[c:35]1[n:36]([CH2:58][CH2:59][CH3:60])[c:37](=[O:57])[c:38]2[n:39][c:40]([C:47]34[CH2:48][CH2:49][C:50]([CH:55]=[O:56])([CH2:51][CH2:52]3)[CH2:53][CH2:54]4)[nH:41][c:42]2[n:43]1[CH2:44][CH2:45][CH3:46]>>[CH:2](=[O:3])[CH2:55][C:50]12[CH2:49][CH2:48][C:47]([c:40]3[n:39][c:38]4[c:37](=[O:57])[n:36]([CH2:58][CH2:59][CH3:60])[c:35](=[O:34])[n:43]([CH2:44][CH2:45][CH3:46])[c:42]4[nH:41]3)([CH2:52][CH2:51]1)[CH2:54][CH2:53]2. The reactants are O1C=CC2=C1C=CC(=C2)[C@H](C(=O)NC2=C(C=CC=C2)O)N[C@@H](CC(C)C)C(=O)OC (methyl N-{(1R)-1-(benzofuran-5-yl)-2-[(2-hydroxyphenyl)amino]-2-oxoethyl}-L-leucinate), C(=S)(N1C=NC=C1)N1C=NC=C1 (1,1′-thiocarbonyldiimidazole), [NH2+]1N=NC2=C1C=CC=C2 (1H-Benzotriazolium), F[B-](F)(F)F (tetrafluoroborate), 3-oxide, CNC (dimethylamine). Run in ClCCl (dichloromethane), O (Water), O1CCCC1 (tetrahydrofuran). Reaction conditions: time 18 hour. Product: O1C=CC2=C1C=CC(=C2)C(C(=O)N(C)C)N[C@@H](CC(C)C)C(=O)OC (methyl N-[1-(benzofuran-5-yl)-2-(dimethylamino)-2-oxoethyl]-L-leucinate). The yield is 40.5%. As a reaction SMILES: [O:1]1[C:5]2[CH:6]=[CH:7][C:8]([C@@H:10]([NH:21][C@H:22]([C:27]([O:29][CH3:30])=[O:28])[CH2:23][CH:24]([CH3:26])[CH3:25])[C:11]([NH:13][C:14]3C=CC=CC=3O)=[O:12])=[CH:9][C:4]=2[CH:3]=[CH:2]1.[C:31](N1C=CN=C1)(N1C=CN=C1)=S.[NH2+]1C2C=CC=CC=2N=N1.F[B-](F)(F)F.CNC>ClCCl.O1CCCC1.O>[O:1]1[C:5]2[CH:6]=[CH:7][C:8]([CH:10]([NH:21][C@H:22]([C:27]([O:29][CH3:30])=[O:28])[CH2:23][CH:24]([CH3:25])[CH3:26])[C:11]([N:13]([CH3:14])[CH3:31])=[O:12])=[CH:9][C:4]=2[CH:3]=[CH:2]1. Reported procedure: A solution of methyl N-{(1R)-1-(benzofuran-5-yl)-2-[(2-hydroxyphenyl)amino]-2-oxoethyl}-L-leucinate (410 mg) and 1,1′-thiocarbonyldiimidazole (196 mg) in dichloromethane (5 ml) was left to stand for 18 hours. Water (20 l) was added to the reaction mixture and this was then stirred rapidly for 30 minutes. After this, 1H-Benzotriazolium, 1-[bis(dimethylamino)methylene]-, tetrafluoroborate (1-), 3-oxide (TBTU, 710 mg) and a solution of dimethylamine in tetrahydrofuran (3 ml of 2M solution) were add... The reactants are [Al+3], C1CCOC1, COC(=O)c1ccc(COc2ccc(C(=O)Nc3cc(C(=O)NC4CC4)ccc3C)cc2)nc1, [H-], [H-], [H-], [H-], [Li+]. Yields the product Cc1ccc(C(=O)NC2CC2)cc1NC(=O)c1ccc(OCc2ccc(CO)cn2)cc1. As a reaction SMILES: [Al+3:36].[CH2:41]1[O:42][CH2:43][CH2:44][CH2:45]1.[CH:1]1([NH:4][C:5](=[O:6])[c:7]2[cH:8][cH:9][c:10]([CH3:34])[c:11]([NH:13][C:14](=[O:15])[c:16]3[cH:17][cH:18][c:19]([O:20][CH2:21][c:22]4[n:23][cH:24][c:25]([C:26](=[O:27])[O:28][CH3:29])[cH:30][cH:31]4)[cH:32][cH:33]3)[cH:12]2)[CH2:2][CH2:3]1.[H-:35].[H-:38].[H-:39].[H-:40].[Li+:37]>>[CH:1]1([NH:4][C:5](=[O:6])[c:7]2[cH:8][cH:9][c:10]([CH3:34])[c:11]([NH:13][C:14](=[O:15])[c:16]3[cH:17][cH:18][c:19]([O:20][CH2:21][c:22]4[n:23][cH:24][c:25]([CH2:26][OH:27])[cH:30][cH:31]4)[cH:32][cH:33]3)[cH:12]2)[CH2:2][CH2:3]1. Reactants: [Cl-].COC[P+](C1=CC=CC=C1)(C1=CC=CC=C1)C1=CC=CC=C1 (methoxymethyl-triphenylphosphonium chloride), potassium tert.butylate, C(#N)[C@@H]1CC[C@H](CC1)[C@@H]1CC[C@H](CC1)CCC=O (3-[trans-4-(trans-4-cyanocyclohexyl)cyclohexyl]propionaldehyde). The solvent is COC(C)(C)C (tert.butyl methyl ether), COC(C)(C)C (tert.butyl methyl ether), O (water). Conditions: time 1 hour. Yields the product COC=CCC[C@@H]1CC[C@H](CC1)[C@@H]1CC[C@H](CC1)C#N (trans-4-[trans-4-(4-methoxy-3-butenyl)cyclohexyl)cyclohexanecarbonitrile). The yield is 90.7%. Reaction SMILES: [Cl-].[CH3:2][O:3][CH2:4][P+](C1C=CC=CC=1)(C1C=CC=CC=1)C1C=CC=CC=1.[C:24]([C@H:26]1[CH2:31][CH2:30][C@H:29]([C@H:32]2[CH2:37][CH2:36][C@H:35]([CH2:38][CH2:39][CH:40]=O)[CH2:34][CH2:33]2)[CH2:28][CH2:27]1)#[N:25]>COC(C)(C)C.O>[CH3:2][O:3][CH:4]=[CH:40][CH2:39][CH2:38][C@H:35]1[CH2:34][CH2:33][C@H:32]([C@H:29]2[CH2:28][CH2:27][C@H:26]([C:24]#[N:25])[CH2:31][CH2:30]2)[CH2:37][CH2:36]1 |f:0.1|. Procedure: 4.11 g of methoxymethyl-triphenylphosphonium chloride were suspended in 60 ml of tert.butyl methyl ether while gassing with argon and treated at room temperature within 2 minutes with 1.26 g of potassium tert.butylate. The suspension was stirred at room temperature for a further 1 hour, then cooled to 0° C. and treated dropwise within 5 minutes with a solution of 1.98 g of 3-[trans-4-(trans-4-cyanocyclohexyl)cyclohexyl]propionaldehyde in 25 ml of tert.butyl methyl ether. The reaction mixture was...